Dataset: the Open Reaction Database (ORD), a public repository of structured organic reaction records. Task: describe an organic reaction: reactants, conditions, products, and yield The reactants are CCC1(C(=O)OC)CCc2ccc(O)cc2O1, O=C(O)C1CCc2ccc(OCCCOc3ccc(Oc4ccc(F)cc4)cc3Cl)cc2O1. Yields the product CCC1(C(=O)O)CCc2ccc(OCCCOc3ccc(Oc4ccc(F)cc4)cc3Cl)cc2O1. Reaction SMILES: [CH2:34]([CH3:35])[C:36]1([C:37]([O:38][CH3:39])=[O:40])[CH2:41][CH2:42][c:43]2[c:44]([cH:45][c:46]([OH:47])[cH:48][cH:49]2)[O:50]1.[Cl:1][c:2]1[c:3]([O:4][CH2:5][CH2:6][CH2:7][O:8][c:9]2[cH:10][cH:11][c:12]3[c:17]([cH:18]2)[O:16][CH:15]([C:19](=[O:20])[OH:21])[CH2:14][CH2:13]3)[cH:22][cH:23][c:24]([O:26][c:27]2[cH:28][cH:29][c:30]([F:33])[cH:31][cH:32]2)[cH:25]1>>[Cl:1][c:2]1[c:3]([O:4][CH2:5][CH2:6][CH2:7][O:8][c:9]2[cH:10][cH:11][c:12]3[c:17]([cH:18]2)[O:16][C:15]([C:19](=[O:20])[OH:21])([CH2:34][CH3:35])[CH2:14][CH2:13]3)[cH:22][cH:23][c:24]([O:26][c:27]2[cH:28][cH:29][c:30]([F:33])[cH:31][cH:32]2)[cH:25]1.